From a dataset of the Open Reaction Database (ORD), a public repository of structured organic reaction records. describe an organic reaction: reactants, conditions, products, and yield The reactants are Cc1[nH]n(Cc2cccc(C#N)c2)c2nc(-c3ccncc3)nc(=O)c1-2, CC(=O)O, [K+], [OH-], O, OO. Yields the product Cc1[nH]n(Cc2cccc(C(N)=O)c2)c2nc(-c3ccncc3)nc(=O)c1-2. RXN SMILES: [C:3](#[N:4])[c:5]1[cH:6][c:7]([CH2:11][n:12]2[nH:13][c:14]([CH3:28])[c:15]3[c:20](=[O:21])[n:19][c:18](-[c:22]4[cH:23][cH:24][n:25][cH:26][cH:27]4)[n:17][c:16]2-3)[cH:8][cH:9][cH:10]1.[CH3:31][C:32]([OH:33])=[O:34].[K+:2].[OH-:1].[OH2:35].[OH:29][OH:30]>>[C:3]([NH2:4])([c:5]1[cH:6][c:7]([CH2:11][n:12]2[nH:13][c:14]([CH3:28])[c:15]3[c:20](=[O:21])[n:19][c:18](-[c:22]4[cH:23][cH:24][n:25][cH:26][cH:27]4)[n:17][c:16]2-3)[cH:8][cH:9][cH:10]1)=[O:33]. The reactants are [N+](=O)([O-])C1=CC=C(CP(OCC)(OCC)=O)C=C1 (diethyl (4-nitrobenzyl)phosphonate), ClC1=CC=C(C=O)C=C1 (4-chlorobenzaldehyde). The product is ClC1=CC=C(C=C1)\C=C\C1=CC=C(C=C1)[N+](=O)[O-] ((E)-1-chloro-4-[2-(4-nitrophenyl)ethenyl]-benzene). RXN SMILES: [N+:1]([C:4]1[CH:18]=[CH:17][C:7]([CH2:8]P(=O)(OCC)OCC)=[CH:6][CH:5]=1)([O-:3])=[O:2].[Cl:19][C:20]1[CH:27]=[CH:26][C:23]([CH:24]=O)=[CH:22][CH:21]=1>>[Cl:19][C:20]1[CH:27]=[CH:26][C:23](/[CH:24]=[CH:8]/[C:7]2[CH:6]=[CH:5][C:4]([N+:1]([O-:3])=[O:2])=[CH:18][CH:17]=2)=[CH:22][CH:21]=1. Reported procedure: In an analogous manner to that described in Example 36 a), the reaction of diethyl (4-nitrobenzyl)phosphonate with 4-chlorobenzaldehyde yields the (E)-1-chloro-4-[2-(4-nitrophenyl)ethenyl]-benzene as an yellow crystalline solid; MS: m/e=259 (M)+. The reactants are COC(=O)Cl, COC(=O)C1CCNC(c2ccc(C(F)(F)F)cc2C)C1, CCN(C(C)C)C(C)C, ClCCl, Cl. Yields the product COC(=O)C1CCN(C(=O)OC)C(c2ccc(C(F)(F)F)cc2C)C1. As a reaction SMILES: [C:32]([O:33][CH3:34])(=[O:35])[Cl:36].[CH3:2][c:3]1[c:4]([CH:13]2[NH:14][CH2:15][CH2:16][CH:17]([C:19](=[O:20])[O:21][CH3:22])[CH2:18]2)[cH:5][cH:6][c:7]([C:9]([F:10])([F:11])[F:12])[cH:8]1.[CH:23]([N:24]([CH2:25][CH3:26])[CH:27]([CH3:28])[CH3:29])([CH3:30])[CH3:31].[Cl:37][CH2:38][Cl:39].[ClH:1]>>[CH3:2][c:3]1[c:4]([CH:13]2[N:14]([C:32]([O:33][CH3:34])=[O:35])[CH2:15][CH2:16][CH:17]([C:19](=[O:20])[O:21][CH3:22])[CH2:18]2)[cH:5][cH:6][c:7]([C:9]([F:10])([F:11])[F:12])[cH:8]1. Starting materials: CCOC(OCC)c1ccc(C2Nc3cccc4c(=O)[nH]nc(c34)C2c2nccn2C)cc1, Cl, [K+], [K+], O=C([O-])[O-]. The product is Cn1ccnc1C1c2n[nH]c(=O)c3cccc(c23)NC1c1ccc(C=O)cc1. RXN SMILES: [CH2:1]([O:3][CH:4]([O:2][CH2:31][CH3:32])[c:5]1[cH:6][cH:7][c:8]([CH:11]2[CH:12]([c:25]3[n:26]([CH3:30])[cH:27][cH:28][n:29]3)[c:13]3[n:14][nH:15][c:16](=[O:24])[c:17]4[cH:18][cH:19][cH:20][c:21]([c:22]34)[NH:23]2)[cH:9][cH:10]1)[CH3:33].[ClH:34].[K+:35].[K+:36].[O-:37][C:38]([O-:39])=[O:40]>>[O:3]=[CH:4][c:5]1[cH:6][cH:7][c:8]([CH:11]2[CH:12]([c:25]3[n:26]([CH3:30])[cH:27][cH:28][n:29]3)[c:13]3[n:14][nH:15][c:16](=[O:24])[c:17]4[cH:18][cH:19][cH:20][c:21]([c:22]34)[NH:23]2)[cH:9][cH:10]1. The reactants are ClC1=CC=C(CNC(=O)C=2C=NC3=CC=C(C=C3C2O)I)C=C1 (N-(4-chlorobenzyl)-4-hydroxy-6-iodo-3-quinolinecarboxamide), 1, C(C#C)O (propargyl alcohol), CN(C)C=O (DMF). Reagents/catalysts: [Cu]I (CuI), Cl[Pd]([P](C1=CC=CC=C1)(C2=CC=CC=C2)C3=CC=CC=C3)([P](C4=CC=CC=C4)(C5=CC=CC=C5)C6=CC=CC=C6)Cl ((Ph3P)2PdCl2). Solvent: N(CC)CC (Et2NH). Run at time 2 day. Yields the product ClC1=CC=C(CNC(=O)C=2C=NC3=CC=C(C=C3C2O)C#CCO)C=C1 (N-(4-Chlorobenzyl)-4-hydroxy-6-(3-hydroxy-1-propynyl)-3-quinolinecarboxamide). The yield is 79.0%. RXN SMILES: [Cl:1][C:2]1[CH:23]=[CH:22][C:5]([CH2:6][NH:7][C:8]([C:10]2[CH:11]=[N:12][C:13]3[C:18]([C:19]=2[OH:20])=[CH:17][C:16](I)=[CH:15][CH:14]=3)=[O:9])=[CH:4][CH:3]=1.CN(C=O)C.[CH2:29]([OH:32])[C:30]#[CH:31]>N(CC)CC.[Cu]I.Cl[Pd](Cl)([P](C1C=CC=CC=1)(C1C=CC=CC=1)C1C=CC=CC=1)[P](C1C=CC=CC=1)(C1C=CC=CC=1)C1C=CC=CC=1>[Cl:1][C:2]1[CH:23]=[CH:22][C:5]([CH2:6][NH:7][C:8]([C:10]2[CH:11]=[N:12][C:13]3[C:18]([C:19]=2[OH:20])=[CH:17][C:16]([C:31]#[C:30][CH2:29][OH:32])=[CH:15][CH:14]=3)=[O:9])=[CH:4][CH:3]=1 |^1:42,61|. Procedure details: To a mixture of N-(4-chlorobenzyl)-4-hydroxy-6-iodo-3-quinolinecarboxamide from Preparation No. 1 (0.494 g) in Et2NH (12.9 mL) is added CuI (10.8 mg) and (Ph3P)2PdCl2 (39.7 mg). DMF (2 mL) is added to solubilize the reactants. To this solution is added propargyl alcohol (0.066 mL) and the reaction is stirred at room temperature for 2 days. The reaction mixture is concentrated to remove Et2NH. The resulting residue is partitioned between CH2Cl2 (3×) and H2O. A brown solid precipitated from the CH...